This data is from the Open Reaction Database (ORD), a public repository of structured organic reaction records. The task is: describe an organic reaction: reactants, conditions, products, and yield Starting materials: CC1([C@@H]([C@@H]1\C=C/C(=O)OC(C)C)C(=O)O)C ((1R,cis) 2,2-dimethyl-3-[Z-2-(isopropoxycarbonyl)-ethenyl]-cyclopropane-carboxylic acid), C(#N)[C@H](C1=CC(=CC=C1)OC1=CC=CC=C1)O ((S)α-cyano-3-phenoxy-benzyl alcohol). Product: CC1([C@@H]([C@@H]1\C=C/C(=O)OC(C)C)C(=O)O[C@@H](C1=CC(=CC=C1)OC1=CC=CC=C1)C#N)C ((S)α-cyano-3-phenoxy-benzyl (1R,cis) 2,2-dimethyl-3-[Z-2-(isopropoxycarbonyl)-ethenyl]-cyclopropane-carboxylate). Yield: 69.6%. RXN SMILES: [CH3:1][C:2]1([CH3:16])[C@@H:4](/[CH:5]=[CH:6]\[C:7]([O:9][CH:10]([CH3:12])[CH3:11])=[O:8])[C@H:3]1[C:13]([OH:15])=[O:14].[C:17]([C@@H:19](O)[C:20]1[CH:25]=[CH:24][CH:23]=[C:22]([O:26][C:27]2[CH:32]=[CH:31][CH:30]=[CH:29][CH:28]=2)[CH:21]=1)#[N:18]>>[CH3:16][C:2]1([CH3:1])[C@@H:4](/[CH:5]=[CH:6]\[C:7]([O:9][CH:10]([CH3:12])[CH3:11])=[O:8])[C@H:3]1[C:13]([O:15][C@H:19]([C:17]#[N:18])[C:20]1[CH:25]=[CH:24][CH:23]=[C:22]([O:26][C:27]2[CH:28]=[CH:29][CH:30]=[CH:31][CH:32]=2)[CH:21]=1)=[O:14]. Reported procedure: Using the procedure of Step D of Example 1, 900 mg of the product of Step C and 900 mg of (S)α-cyano-3-phenoxy-benzyl alcohol were reacted to obtain 1.8 g of raw product which was chromatographed over silica gel. Elution with a 9-1 cyclohexane-ethyl acetate mixture yielded 1.2 g of (S)α-cyano-3-phenoxy-benzyl (1R,cis) 2,2-dimethyl-3-[Z-2-(isopropoxycarbonyl)-ethenyl]-cyclopropane-carboxylate with a specific rotation of [α]D20 =+54°±2° (c=0.4% in benzene).